Dataset: the Open Reaction Database (ORD), a public repository of structured organic reaction records. Task: describe an organic reaction: reactants, conditions, products, and yield Reactants: BrC1=C(C(=O)O)C=C(C=C1)I (2-bromo-5-iodobenzoic acid), C(C(=O)Cl)(=O)Cl (oxalyl chloride), [Cl-].[Al+3].[Cl-].[Cl-] (aluminum chloride), O1CCCC2=CC=CC=C12 (chroman). The solvent is C(Cl)Cl (DCM), CN(C)C=O (DMF). Conditions: time 3 hour. Product: BrC1=C(C=C(C=C1)I)C(=O)C=1C=C2CCCOC2=CC1 ((2-bromo-5-iodo-phenyl)-chroman-6-yl-methanone). Yield: 88.5%. Reaction SMILES: [Br:1][C:2]1[CH:10]=[CH:9][C:8]([I:11])=[CH:7][C:3]=1[C:4]([OH:6])=O.C(Cl)(=O)C(Cl)=O.[O:18]1[C:27]2[C:22](=[CH:23][CH:24]=[CH:25][CH:26]=2)[CH2:21][CH2:20][CH2:19]1.[Cl-].[Al+3].[Cl-].[Cl-]>C(Cl)Cl.CN(C=O)C>[Br:1][C:2]1[CH:10]=[CH:9][C:8]([I:11])=[CH:7][C:3]=1[C:4]([C:24]1[CH:23]=[C:22]2[C:27](=[CH:26][CH:25]=1)[O:18][CH2:19][CH2:20][CH2:21]2)=[O:6] |f:3.4.5.6|. Procedure details: To a stirred solution of 2-bromo-5-iodobenzoic acid (1.0 g, 3.06 mmol) in DCM (5 mL) was added DMF (0.2 mL) and oxalyl chloride (0.44 mL, 4.59 mmol) at 0° C. After complete addition, the reaction mixture was stirred at room temperature for 3 h. The volatiles were evaporated under reduced pressure, and the crude product was dissolved in DCM (4 mL) and added to chroman (488 mg, 3.67 mmol) which had been cooled to 0° C. To this mixture liras added aluminum chloride (488 mg, 3.67 mmol) in portions. ... Reactants: C1(=CC=C(C=C1)S(=O)(=O)N1C=CC=2C(=CC=CC12)C(=O)OCC1=CC=CC=C1)C (benzyl 1-(4-toluenesulfonyl)indole-4-carboxylate), [H][H] (hydrogen). The reagents and catalysts are [Pd] (palladium on charcoal). The solvent is CO (methanol), O (water). Product: C1(=CC=C(C=C1)S(=O)(=O)N1C=CC=2C(=CC=CC12)C(=O)O)C (1-(4-toluenesulfonyl)indole-4-carboxylic acid). Isolated yield 77.1%. RXN SMILES: [C:1]1([CH3:29])[CH:6]=[CH:5][C:4]([S:7]([N:10]2[C:18]3[CH:17]=[CH:16][CH:15]=[C:14]([C:19]([O:21]CC4C=CC=CC=4)=[O:20])[C:13]=3[CH:12]=[CH:11]2)(=[O:9])=[O:8])=[CH:3][CH:2]=1.[H][H]>[Pd].CO.O>[C:1]1([CH3:29])[CH:2]=[CH:3][C:4]([S:7]([N:10]2[C:18]3[CH:17]=[CH:16][CH:15]=[C:14]([C:19]([OH:21])=[O:20])[C:13]=3[CH:12]=[CH:11]2)(=[O:8])=[O:9])=[CH:5][CH:6]=1. Procedure: The mixture of benzyl 1-(4-toluenesulfonyl)indole-4-carboxylate (550 mg) and 10% palladium on charcoal (200 mg) in methanol (20 ml) and water (2 ml) was hydrogenated at ambient temperature (an initial hydrogen pressure was set to 3.5 atm.). The theoretical amount of hydrogen was absorbed in 6 hours. The resulting mixture was filtered through a bed of celite and the filtrate was evaporated in vacuo. The residue was diluted with chloroform and the solution was dried over magnesium sulfate. Filteri...